This data is from the Open Reaction Database (ORD), a public repository of structured organic reaction records. The task is: describe an organic reaction: reactants, conditions, products, and yield The reactants are O.C(CC(O)(C(=O)O)CC(=O)O)(=O)O (citric acid monohydrate), COC1=C(C=CC=C1)C1(OCCCO1)C (2-(2-methoxyphenyl)-2-methyl-[1,3]dioxane), [H-].C(C(C)C)[Al+]CC(C)C (diisobutylaluminum hydride). The solvent is O (water), C1(=CC=CC=C1)C (toluene). Product: COC1=C(C=CC=C1)C(C)OCCCO (3-[1-(2-Methoxyphenyl)ethoxy]propan-1-ol), SiO2. As a reaction SMILES: [CH3:1][O:2][C:3]1[CH:8]=[CH:7][CH:6]=[CH:5][C:4]=1[C:9]1([CH3:15])[O:14][CH2:13][CH2:12][CH2:11][O:10]1.[H-].C([Al+]CC(C)C)C(C)C.O.C(O)(=O)CC(CC(O)=O)(C(O)=O)O>C1(C)C=CC=CC=1.O>[CH3:1][O:2][C:3]1[CH:8]=[CH:7][CH:6]=[CH:5][C:4]=1[CH:9]([O:10][CH2:11][CH2:12][CH2:13][OH:14])[CH3:15] |f:1.2,3.4|. Reported procedure: The solution of 61.9 g of 2-(2-methoxyphenyl)-2-methyl-[1,3]dioxane in 450 ml of toluene is cooled to 0° C. with stirring and admixed at 0-10° C. with 487 ml of diisobutylaluminum hydride (1.5M in toluene) over 1 hour. The mixture is stirred over 2.5 hours and subsequently poured onto the stirred solution of 382 g of citric acid monohydrate in 2 l of water. The organic phase is removed and the water phase extracted with tert-butyl methyl ether (1 l). The organic phases are washed with brine (1 l... The reactants are C(C)OC1=C(C(N(C(N1C)=O)C)=O)C=O (6-Ethoxy-1,3-dimethyl-2,4-dioxo-1,2,3,4-tetrahydropyrimidine-5-carbaldehyde), Cl.CON (methoxyamine hydrochloride). Yields the product CON=CC=1C(N(C(N(C1OCC)C)=O)C)=O (6-Ethoxy-1,3-dimethyl-2,4-dioxo-1,2,3,4-tetrahydropyrimidine-5-carbaldehyde O-methyloxime). As a reaction SMILES: [CH2:1]([O:3][C:4]1[N:9]([CH3:10])[C:8](=[O:11])[N:7]([CH3:12])[C:6](=[O:13])[C:5]=1[CH:14]=O)[CH3:2].Cl.[CH3:17][O:18][NH2:19]>>[CH3:17][O:18][N:19]=[CH:14][C:5]1[C:6](=[O:13])[N:7]([CH3:12])[C:8](=[O:11])[N:9]([CH3:10])[C:4]=1[O:3][CH2:1][CH3:2] |f:1.2|. Procedure: The process described in Method A was followed. 6-Ethoxy-1,3-dimethyl-2,4-dioxo-1,2,3,4-tetrahydropyrimidine-5-carbaldehyde (Example 16, Step 1) (0.168 g, 0.79 mmol) and methoxyamine hydrochloride (0.087 g, 1.04 mmol) were used to obtain the title compound. Starting materials: ClCCCBr, O=C([O-])[O-], CCOC(=O)C(=O)c1ccc(O)c(OC)c1, CC(C)=O, [K+], [K+]. Product: CCOC(=O)C(=O)c1ccc(OCCCCl)c(OC)c1. RXN SMILES: [Br:17][CH2:18][CH2:19][CH2:20][Cl:21].[C:22](=[O:23])([O-:24])[O-:25].[CH2:1]([CH3:2])[O:3][C:4]([C:5]([c:6]1[cH:7][c:8]([O:13][CH3:14])[c:9]([OH:12])[cH:10][cH:11]1)=[O:15])=[O:16].[CH3:28][C:29](=[O:30])[CH3:31].[K+:26].[K+:27]>>[CH2:1]([CH3:2])[O:3][C:4]([C:5]([c:6]1[cH:7][c:8]([O:13][CH3:14])[c:9]([O:12][CH2:18][CH2:19][CH2:20][Cl:21])[cH:10][cH:11]1)=[O:15])=[O:16]. Reactants: CCO, COc1cc2ncnc(Cl)c2cc1OC, Nc1cccc2ccccc12. The product is COc1cc2ncnc(Nc3cccc4ccccc34)c2cc1OC. Reaction SMILES: [CH3:27][CH2:28][OH:29].[Cl:1][c:2]1[n:3][cH:4][n:5][c:6]2[cH:7][c:8]([O:14][CH3:15])[c:9]([O:12][CH3:13])[cH:10][c:11]12.[NH2:16][c:17]1[cH:18][cH:19][cH:20][c:21]2[cH:22][cH:23][cH:24][cH:25][c:26]12>>[c:2]1([NH:16][c:17]2[cH:18][cH:19][cH:20][c:21]3[cH:22][cH:23][cH:24][cH:25][c:26]23)[n:3][cH:4][n:5][c:6]2[cH:7][c:8]([O:14][CH3:15])[c:9]([O:12][CH3:13])[cH:10][c:11]12. Starting materials: CSC1=NC(=O)C(=Cc2ccc3c(cnn3Cc3ccc(C(F)(F)F)cc3C(F)(F)F)c2)S1, O=C(O)CN1CCNCC1. Product: O=C(O)CN1CCN(C2=NC(=O)C(=Cc3ccc4c(cnn4Cc4ccc(C(F)(F)F)cc4C(F)(F)F)c3)S2)CC1. RXN SMILES: [F:1][C:2]([c:3]1[c:4]([CH2:5][n:6]2[n:7][cH:8][c:9]3[cH:10][c:11]([CH:15]=[C:16]4[C:17](=[O:23])[N:18]=[C:19]([S:21][CH3:22])[S:20]4)[cH:12][cH:13][c:14]23)[cH:24][cH:25][c:26]([C:28]([F:29])([F:30])[F:31])[cH:27]1)([F:32])[F:33].[N:34]1([CH2:40][C:41](=[O:42])[OH:43])[CH2:35][CH2:36][NH:37][CH2:38][CH2:39]1>>[F:1][C:2]([c:3]1[c:4]([CH2:5][n:6]2[n:7][cH:8][c:9]3[cH:10][c:11]([CH:15]=[C:16]4[C:17](=[O:23])[N:18]=[C:19]([N:37]5[CH2:36][CH2:35][N:34]([CH2:40][C:41](=[O:42])[OH:43])[CH2:39][CH2:38]5)[S:20]4)[cH:12][cH:13][c:14]23)[cH:24][cH:25][c:26]([C:28]([F:29])([F:30])[F:31])[cH:27]1)([F:32])[F:33]. Reactants: S(=O)(Cl)Cl (Thionyl chloride), OCC1=C(C2=C(N(C(N(C2=O)C)=O)CC(C)C)S1)C(=O)N1CCCC1 (1-{[1,2,3,4-tetrahydro-6-(hydroxymethyl)-3-methyl-1-(2-methylpropyl)-2,4-dioxothieno[2,3-d]pyrimidin-5-yl]carbonyl }pyrrolidine). As a reaction SMILES: S(Cl)([Cl:3])=O.O[CH2:6][C:7]1[S:22][C:10]2[N:11]([CH2:18][CH:19]([CH3:21])[CH3:20])[C:12](=[O:17])[N:13]([CH3:16])[C:14](=[O:15])[C:9]=2[C:8]=1[C:23]([N:25]1[CH2:29][CH2:28][CH2:27][CH2:26]1)=[O:24]>ClCCl>[Cl:3][CH2:6][C:7]1[S:22][C:10]2[N:11]([CH2:18][CH:19]([CH3:21])[CH3:20])[C:12](=[O:17])[N:13]([CH3:16])[C:14](=[O:15])[C:9]=2[C:8]=1[C:23]([N:25]1[CH2:29][CH2:28][CH2:27][CH2:26]1)=[O:24]. Procedure details: Thionyl chloride (0.046 ml) was added to a solution of 1-{[1,2,3,4-tetrahydro-6-(hydroxymethyl)-3-methyl-1-(2-methylpropyl)-2,4-dioxothieno[2,3-d]pyrimidin-5-yl]carbonyl }pyrrolidine (0.1 15 g) in anhydrous dichloromethane (5 ml) under nitrogen. After 1 hour, the mixture was evaporated. The residue was redissolved in ethyl acetate (25 ml), washed with saturated aqueous sodium bicarbonate solution, dried over anhydrous magnesium sulfate, filtered and evaporated to give the subtitle compound (0.11... The product is ClCC1=C(C2=C(N(C(N(C2=O)C)=O)CC(C)C)S1)C(=O)N1CCCC1 (1-{[6-(Chloromethyl)-1,2,3,4-tetrahydro-3-methyl-1-(2-methylpropyl)-2,4-dioxothieno[2,3-d]pyrimidin-5-yl]carbonyl}pyrrolidine). Run at time 1 hour. Run in ClCCl (dichloromethane). The reactants are Cc1cc(C)c(-c2c3ccc(n3)c(-c3ccc(C(C)(C)C)cc3)c3ccc([nH]3)c(C3OCC(C)(C)CO3)c3ccc(n3)c(-c3ccc(C(C)(C)C)cc3)c3ccc2[nH]3)c(C)c1, ClCCl, O=C(O)C(F)(F)F, O. The product is Cc1cc(C)c(-c2c3ccc(n3)c(-c3ccc(C(C)(C)C)cc3)c3ccc([nH]3)c(C=O)c3ccc(n3)c(-c3ccc(C(C)(C)C)cc3)c3ccc2[nH]3)c(C)c1. As a reaction SMILES: [C:1]([CH3:2])([CH3:3])([CH3:4])[c:5]1[cH:6][cH:7][c:8](-[c:11]2[c:12]3[cH:13][cH:14][c:15]([nH:16]3)[c:17](-[c:53]3[c:54]([CH3:61])[cH:55][c:56]([CH3:60])[cH:57][c:58]3[CH3:59])[c:18]3[cH:19][cH:20][c:21]([c:22](-[c:42]4[cH:43][cH:44][c:45]([C:48]([CH3:49])([CH3:50])[CH3:51])[cH:46][cH:47]4)[c:23]4[cH:24][cH:25][c:26]([c:27]([CH:33]5[O:34][CH2:40][C:37]([CH3:38])([CH3:39])[CH2:36][O:35]5)[c:28]5[cH:29][cH:30][c:31]2[n:32]5)[nH:41]4)[n:52]3)[cH:9][cH:10]1.[Cl:70][CH2:71][Cl:72].[F:62][C:63]([F:64])([F:65])[C:66]([OH:67])=[O:68].[OH2:69]>>[C:1]([CH3:2])([CH3:3])([CH3:4])[c:5]1[cH:6][cH:7][c:8](-[c:11]2[c:12]3[cH:13][cH:14][c:15]([nH:16]3)[c:17](-[c:53]3[c:54]([CH3:61])[cH:55][c:56]([CH3:60])[cH:57][c:58]3[CH3:59])[c:18]3[cH:19][cH:20][c:21]([c:22](-[c:42]4[cH:43][cH:44][c:45]([C:48]([CH3:49])([CH3:50])[CH3:51])[cH:46][cH:47]4)[c:23]4[cH:24][cH:25][c:26]([c:27]([CH:33]=[O:34])[c:28]5[cH:29][cH:30][c:31]2[n:32]5)[nH:41]4)[n:52]3)[cH:9][cH:10]1.